Dataset: the Open Reaction Database (ORD), a public repository of structured organic reaction records. Task: describe an organic reaction: reactants, conditions, products, and yield RXN SMILES: [CH3:24][C:25](=[O:26])[OH:27].[Cl:10][c:11]1[c:12]([F:18])[cH:13][c:14]([OH:17])[cH:15][cH:16]1.[I:1][NH:2][C:3](=[O:4])[CH2:5][CH2:6][C:7]([NH2:8])=[O:9].[S:19](=[O:20])(=[O:21])([OH:22])[OH:23]>>[I:1][c:15]1[c:14]([OH:17])[cH:13][c:12]([F:18])[c:11]([Cl:10])[cH:16]1. Starting materials: CC(=O)O, Oc1ccc(Cl)c(F)c1, NC(=O)CCC(=O)NI, O=S(=O)(O)O. Product: Oc1cc(F)c(Cl)cc1I. Starting materials: CC(C)([O-])C.[Na+] (sodium tert-butoxide), C1(CC1)CCO (2-cyclopropylethanol), ClC1=NC(=C2N=CN(C2=N1)C1OCCCC1)N (2-chloro-9-(tetrahydro-2H-pyran-2-yl)-9H-purin-6-amine). The solvent is COCCOC (DME), COCCOC (DME). Run at temperature 110 celsius, time 30 minute. Product: C1(CC1)CCOC1=NC(=C2N=CN(C2=N1)C1OCCCC1)N (2-[(2-Cyclopropylethyl)oxy]-9-(tetrahydro-2H-pyran-2-yl)-9H-purin-6-amine). Yield: 52.0%. Reaction SMILES: [CH:1]1([CH2:4][CH2:5][OH:6])[CH2:3][CH2:2]1.CC(C)([O-])C.[Na+].Cl[C:14]1[N:22]=[C:21]2[C:17]([N:18]=[CH:19][N:20]2[CH:23]2[CH2:28][CH2:27][CH2:26][CH2:25][O:24]2)=[C:16]([NH2:29])[N:15]=1>COCCOC>[CH:1]1([CH2:4][CH2:5][O:6][C:14]2[N:22]=[C:21]3[C:17]([N:18]=[CH:19][N:20]3[CH:23]3[CH2:28][CH2:27][CH2:26][CH2:25][O:24]3)=[C:16]([NH2:29])[N:15]=2)[CH2:3][CH2:2]1 |f:1.2|. Reported procedure: To a mixture of 2-cyclopropylethanol (3.45 g) in DME (20 mL) was added sodium tert-butoxide (3.86 g) gradually. The reaction was stirred under nitrogen for 30 mins, then 2-chloro-9-(tetrahydro-2H-pyran-2-yl)-9H-purin-6-amine (2.54 g) and DME (20 mL) were added. The reaction was heated to reflux (110° C.) overnight, then for another 8 h. The reaction was quenched into water (100 mL) and extracted with EtOAc (2×100 mL). The organics were combined and washed with brine (100 mL) and dried using a hy... Reactants: O (water), C(C1=CC=CC=C1)[C@@H]1N(C(OC1)=O)C([C@H](CC1=CC(=CC=C1)O)OC(C)C)=O ((S)-Benzyl-3-[3-(3-hydroxyphenyl)-2 (S)-isopropoxypropionyl]oxazolidin-2-one), C(C1=CC=CC=C1)[C@@H]1N(C(OC1)=O)C([C@H](CC1=CC(=CC=C1)O)OC(C)C)=O ((S)-Benzyl-3-[3-(3-hydroxyphenyl)-2 (S)-isopropoxypropionyl]oxazolidin-2-one), OO (hydrogen peroxide), [OH-].[Li+] (lithium hydroxide). Solvent: O1CCCC1 (tetrahydrofuran). Reaction conditions: time 8 hour. The product is OC=1C=C(C=CC1)C[C@@H](C(=O)O)OC(C)C (3-(3-hydroxyphenyl)-2(S)-isopropoxypropanoic acid). Reaction SMILES: C([C@H]1COC(=O)N1[C:14](=[O:28])[C@@H:15]([O:24][CH:25]([CH3:27])[CH3:26])[CH2:16][C:17]1[CH:22]=[CH:21][CH:20]=[C:19]([OH:23])[CH:18]=1)C1C=CC=CC=1.[OH:29]O.[OH-].[Li+].O>O1CCCC1>[OH:23][C:19]1[CH:18]=[C:17]([CH2:16][C@H:15]([O:24][CH:25]([CH3:26])[CH3:27])[C:14]([OH:28])=[O:29])[CH:22]=[CH:21][CH:20]=1 |f:2.3|. Procedure details: 1.535 g of 4 (S)-Benzyl-3-[3-(3-hydroxyphenyl)-2 (S)-isopropoxypropionyl]oxazolidin-2-one was dissolved in 40 ml of tetrahydrofuran, and 3.3 ml of 30% aqueous hydrogen peroxide and 12 ml of 1N aqueous lithium hydroxide were successively added under ice-cooling, and stirring was continued at room temperature overnight. After adding water to the reaction solution, the mixture was extracted with dichloromethane and the aqueous layer was acidified by 1N hydrochloric acid. Following extraction (×3) w...